Dataset: the Open Reaction Database (ORD), a public repository of structured organic reaction records. Task: describe an organic reaction: reactants, conditions, products, and yield Starting materials: [BH4-].[Na+] (sodium borohydride), C(C)(C)(C)C1CCC(CC1)=O (4-t-butylcyclohexanone), C(C)OCCOCCO (diethylene glycol monoethyl ether), S(O)(O)(=O)=O (sulfuric acid). The solvent is C=1(C(=CC=CC1)C)C (xylene), C=1(C(=CC=CC1)C)C (xylene). Run at temperature 95 celsius. Product: C(C)(C)(C)C1CCC(CC1)O (4-t-butylcyclohexanol). RXN SMILES: C(OCCOCCO)C.[BH4-].[Na+].[C:12]([CH:16]1[CH2:21][CH2:20][C:19](=[O:22])[CH2:18][CH2:17]1)([CH3:15])([CH3:14])[CH3:13].S(=O)(=O)(O)O>C1(C)C(C)=CC=CC=1>[C:12]([CH:16]1[CH2:17][CH2:18][CH:19]([OH:22])[CH2:20][CH2:21]1)([CH3:15])([CH3:13])[CH3:14] |f:1.2|. Reported procedure: A mixture consisting of 0.52 g (0.0039 mole) of diethylene glycol monoethyl ether and 5 ml of xylene was added dropwise to a mixture consisting of 0.65 g (0.017 mole) of sodium borohydride, 10 ml of xylene and 10 g (0.065 mole) of 4-t-butylcyclohexanone at 95° C. over 30 minutes while agitating the mixture. Subsequently, the mixture was agitated for one hour while maintaining it at 95° C. Next, after the mixture was cooled to room temperature, it was neutralized with dilute sulfuric acid. As a r... Reactants: BrCc1ccccc1, [H-], [Na+], C1CCOC1, OCCCC=Cc1ccccc1. Product: C(=Cc1ccccc1)CCCOCc1ccccc1. As a reaction SMILES: [Br:15][CH2:16][c:17]1[cH:18][cH:19][cH:20][cH:21][cH:22]1.[H-:1].[Na+:2].[O:23]1[CH2:24][CH2:25][CH2:26][CH2:27]1.[c:3]1([CH:9]=[CH:10][CH2:11][CH2:12][CH2:13][OH:14])[cH:4][cH:5][cH:6][cH:7][cH:8]1>>[c:3]1([CH:9]=[CH:10][CH2:11][CH2:12][CH2:13][O:14][CH2:16][c:17]2[cH:18][cH:19][cH:20][cH:21][cH:22]2)[cH:4][cH:5][cH:6][cH:7][cH:8]1. Reactants: COC=1C=C(C=CC1OC)N1CCNCC1 (1-(3,4-dimethoxyphenyl)piperazine), C1(=C(C=CC=C1)CN1CCN(CC1)C1=CC=CC=C1)C1=CC=CC=C1 (1-(biphenyl-2-ylmethyl)-4-phenylpiperazine), C=1(C(=CC=CC1)C=O)C1=CC=CC=C1 (biphenyl-2-carbaldehyde), [BH-](OC(=O)C)(OC(=O)C)OC(=O)C.[Na+] (NaBH(OAc)3). Yields the product C1(=C(C=CC=C1)CN1CCN(CC1)C1=CC(=C(C=C1)OC)OC)C1=CC=CC=C1 (1-(biphenyl-2-ylmethyl)-4-(3,4-dimethoxyphenyl)piperazine). Reaction SMILES: [CH3:1][O:2][C:3]1[CH:4]=[C:5]([N:11]2[CH2:16][CH2:15][NH:14][CH2:13][CH2:12]2)[CH:6]=[CH:7][C:8]=1[O:9][CH3:10].[C:17]1([C:25]2[CH:30]=[CH:29][CH:28]=[CH:27][CH:26]=2)[C:18]([CH:23]=O)=[CH:19][CH:20]=[CH:21][CH:22]=1.[BH-](OC(C)=O)(OC(C)=O)OC(C)=O.[Na+].C1(C2C=CC=CC=2)C=CC=CC=1CN1CCN(C2C=CC=CC=2)CC1>>[C:17]1([C:25]2[CH:26]=[CH:27][CH:28]=[CH:29][CH:30]=2)[CH:22]=[CH:21][CH:20]=[CH:19][C:18]=1[CH2:23][N:14]1[CH2:13][CH2:12][N:11]([C:5]2[CH:6]=[CH:7][C:8]([O:9][CH3:10])=[C:3]([O:2][CH3:1])[CH:4]=2)[CH2:16][CH2:15]1 |f:2.3|. Procedure details: 167.9 mg of the target compound (0.43 mmol, 78.6%) was obtained using 1-(3,4-dimethoxyphenyl)piperazine (245 mg, 1.10 mmol), biphenyl-2-carbaldehyde (100 mg, 0.55 mmol) and NaBH(OAc)3 (355 mg, 1.65 mmol) according to the synthesis method of Compound 1. The reactants are C(CC(=O)O)(=O)O (malonic acid), [N+](=O)(OC(C)=O)[O-] (acetyl nitrate). The solvent is C(C)(=O)O.C(C)(=O)OC(C)=O (acetic acid acetic anhydride). The product is [N+](=O)([O-])C(C(=O)O)C(=O)O (nitromalonic acid). As a reaction SMILES: [C:1]([OH:7])(=[O:6])[CH2:2][C:3]([OH:5])=[O:4].[N+:8]([O-])([O:10]C(=O)C)=[O:9]>C(O)(=O)C.C(OC(=O)C)(=O)C>[N+:8]([CH:2]([C:1]([OH:7])=[O:6])[C:3]([OH:5])=[O:4])([O-:10])=[O:9] |f:2.3|. Procedure details: Nitration of malonic acid with acetyl nitrate in acetic acid/acetic anhydride was conducted to obtain nitromalonic acid. To the nitromalonic acid is added urea to obtain a condensation reaction mixture which is refluxed to form dilituric acid in situ. Various salts are separately prepared from the dilituric acid in situ using as cation sources potassium chloride, ammonia, and guanidinium chloride. The potassium diliturate salt, ammonium diliturate, guanidinium diliturate salts are each recovered... The reactants are [BH4-], CO, COc1cccc(C2(N(C)C)CCC(C(=O)Cc3ccccc3)CC2)c1, [Na+], O. Product: COc1cccc(C2(N(C)C)CCC(C(O)Cc3ccccc3)CC2)c1. Reaction SMILES: [BH4-:1].[CH3:30][OH:31].[CH3:3][N:4]([C:5]1([c:20]2[cH:21][c:22]([O:26][CH3:27])[cH:23][cH:24][cH:25]2)[CH2:6][CH2:7][CH:8]([C:11]([CH2:12][c:13]2[cH:14][cH:15][cH:16][cH:17][cH:18]2)=[O:19])[CH2:9][CH2:10]1)[CH3:28].[Na+:2].[OH2:29]>>[CH3:3][N:4]([C:5]1([c:20]2[cH:21][c:22]([O:26][CH3:27])[cH:23][cH:24][cH:25]2)[CH2:6][CH2:7][CH:8]([CH:11]([CH2:12][c:13]2[cH:14][cH:15][cH:16][cH:17][cH:18]2)[OH:19])[CH2:9][CH2:10]1)[CH3:28]. Reactants: CC(C)(C)OC(=O)N1CC2CC1CN2c1ccc(B2OC(C)(C)C(C)(C)O2)cc1, CCOC(C)=O, Fc1cnc(Cl)nc1, [K+], [K+], N#N, O=C([O-])[O-], CN(C)C=O, O, O. The product is CC(C)(C)OC(=O)N1CC2CC1CN2c1ccc(-c2ncc(F)cn2)cc1. Reaction SMILES: [C:1]([CH3:2])([CH3:3])([CH3:4])[O:5][C:6](=[O:7])[N:8]1[CH:9]2[CH2:10][N:11]([c:15]3[cH:16][cH:17][c:18]([B:21]4[O:22][C:23]([CH3:24])([CH3:25])[C:26]([CH3:27])([CH3:28])[O:29]4)[cH:19][cH:20]3)[CH:12]([CH2:13]1)[CH2:14]2.[CH3:47][CH2:48][O:49][C:50](=[O:51])[CH3:52].[Cl:30][c:31]1[n:32][cH:33][c:34]([F:37])[cH:35][n:36]1.[K+:38].[K+:39].[N:44]#[N:45].[O-:40][C:41]([O-:42])=[O:43].[O:53]=[CH:54][N:55]([CH3:56])[CH3:57].[OH2:46].[OH2:58]>>[C:1]([CH3:2])([CH3:3])([CH3:4])[O:5][C:6](=[O:7])[N:8]1[CH:9]2[CH2:10][N:11]([c:15]3[cH:16][cH:17][c:18](-[c:31]4[n:32][cH:33][c:34]([F:37])[cH:35][n:36]4)[cH:19][cH:20]3)[CH:12]([CH2:13]1)[CH2:14]2.